This data is from the Open Reaction Database (ORD), a public repository of structured organic reaction records. The task is: describe an organic reaction: reactants, conditions, products, and yield Starting materials: C(C)(=O)OC[C@@]1([C@@H](C[C@@H](O1)N1C(=O)NC(=O)C(C)=C1)O)C#C (1-(5-O-Acetyl-2-deoxy-4-ethynyl-β-D-threo-pentofuranosyl)-thymine), CS(=O)(=O)Cl (methanesulfonyl chloride). Solvent: N1=CC=CC=C1 (pyridine). Conditions: time 16 hour. Yields the product C(C)(=O)OC[C@@]1([C@@H](C[C@@H](O1)N1C(=O)NC(=O)C(C)=C1)OS(=O)(=O)C)C#C (1-(5-O-Acetyl-2-deoxy-3-O-methanesulfonyl-4-ethynyl-β-D-threo-pentofuranosyl)thymine). Isolated yield 99.5%. RXN SMILES: [C:1]([O:4][CH2:5][C@@:6]1([C:21]#[CH:22])[O:10][C@@H:9]([N:11]2[CH:19]=[C:17]([CH3:18])[C:15](=[O:16])[NH:14][C:12]2=[O:13])[CH2:8][C@H:7]1[OH:20])(=[O:3])[CH3:2].[CH3:23][S:24](Cl)(=[O:26])=[O:25]>N1C=CC=CC=1>[C:1]([O:4][CH2:5][C@@:6]1([C:21]#[CH:22])[O:10][C@@H:9]([N:11]2[CH:19]=[C:17]([CH3:18])[C:15](=[O:16])[NH:14][C:12]2=[O:13])[CH2:8][C@H:7]1[O:20][S:24]([CH3:23])(=[O:26])=[O:25])(=[O:3])[CH3:2]. Procedure: To a pyridine (4 mL) solution of 12 (76 mg, 0.247 mmol) was added methanesulfonyl chloride (57 μL, 0.74 mmol) at 0° C., and the mixture was stirred at room temperature for 16 h. The reaction mixture was partitioned between CHCl3/saturated aqueous NaHCO3 (60 mL×3/20 mL). Silica gel column chromatography (CHCl3/MeOH=100/0-100/1) of the organic layer gave 13 (95.0 mg, 100%) as a foam: 1H NMR (CDCl3) δ1.96 (3H, d, J6,Me=1.2 Hz, Me), 2.16 (3H, s, Ac), 2.38 (1H, ddd, Jgem=16.0 Hz, J1′,2′a=3.5 Hz and J...